This data is from the Open Reaction Database (ORD), a public repository of structured organic reaction records. The task is: describe an organic reaction: reactants, conditions, products, and yield The reactants are CC(C)CC(OC(=O)Cl)C(=O)OCc1ccccc1, NC1CCCCC1, C1CCOC1. Product: CC(C)CC(OC(=O)NC1CCCCC1)C(=O)OCc1ccccc1. As a reaction SMILES: [Cl:1][C:2](=[O:3])[O:4][CH:5]([C:6](=[O:7])[O:8][CH2:9][c:10]1[cH:11][cH:12][cH:13][cH:14][cH:15]1)[CH2:16][CH:17]([CH3:18])[CH3:19].[NH2:20][CH:21]1[CH2:22][CH2:23][CH2:24][CH2:25][CH2:26]1.[O:27]1[CH2:28][CH2:29][CH2:30][CH2:31]1>>[C:2](=[O:3])([O:4][CH:5]([C:6](=[O:7])[O:8][CH2:9][c:10]1[cH:11][cH:12][cH:13][cH:14][cH:15]1)[CH2:16][CH:17]([CH3:18])[CH3:19])[NH:20][CH:21]1[CH2:22][CH2:23][CH2:24][CH2:25][CH2:26]1.